This data is from the Open Reaction Database (ORD), a public repository of structured organic reaction records. The task is: describe an organic reaction: reactants, conditions, products, and yield Starting materials: C1CCOC1, CC(C)(C)S(N)=O, Cn1ncc(C=O)c1Cl. Product: Cn1ncc(C=NS(=O)C(C)(C)C)c1Cl. RXN SMILES: [CH2:17]1[O:18][CH2:19][CH2:20][CH2:21]1.[CH3:10][C:11]([CH3:12])([CH3:13])[S:14](=[O:15])[NH2:16].[Cl:1][c:2]1[c:3]([CH:8]=[O:9])[cH:4][n:5][n:6]1[CH3:7]>>[Cl:1][c:2]1[c:3]([CH:8]=[N:16][S:14]([C:11]([CH3:10])([CH3:12])[CH3:13])=[O:15])[cH:4][n:5][n:6]1[CH3:7]. Reactants: ClC=1C=CC(=C(C1)C1=NN(C=C1NC(=O)C=1C=NN2C1N=CC=C2)CC(=O)N2CCC(CC2)NC)OC(F)F (N-[3-[5-chloro-2-(difluoromethoxy)phenyl]-1-[2-[4-(methylamino)piperidin-1-yl]-2-oxoethyl]-1H-pyrazol-4-yl]pyrazolo[1,5-a]pyrimidine-3-carboxamide), CCN(C(C)C)C(C)C (DIEA), BrCC1=CC(OC1)=O (4-(bromomethyl)-2,5-dihydrofuran-2-one). Run in CN(C)C=O (DMF). Conditions: time 8 hour. The product is ClC=1C=CC(=C(C1)C1=NN(C=C1NC(=O)C=1C=NN2C1N=CC=C2)CC(=O)N2CCC(CC2)N(CC=2COC(C2)=O)C)OC(F)F (N-[3-[5-chloro-2-(difluoromethoxy)phenyl]-1-[2-(4-[methyl[(5-oxo-2,5-dihydrofuran-3-yl)methyl]amino]piperidin-1-yl)-2-oxoethyl]-1H-pyrazol-4-yl]pyrazolo[1,5-a]pyrimidine-3-carboxamide). As a reaction SMILES: [Cl:1][C:2]1[CH:3]=[CH:4][C:5]([O:36][CH:37]([F:39])[F:38])=[C:6]([C:8]2[C:12]([NH:13][C:14]([C:16]3[CH:17]=[N:18][N:19]4[CH:24]=[CH:23][CH:22]=[N:21][C:20]=34)=[O:15])=[CH:11][N:10]([CH2:25][C:26]([N:28]3[CH2:33][CH2:32][CH:31]([NH:34][CH3:35])[CH2:30][CH2:29]3)=[O:27])[N:9]=2)[CH:7]=1.CCN(C(C)C)C(C)C.Br[CH2:50][C:51]1[CH2:55][O:54][C:53](=[O:56])[CH:52]=1>CN(C=O)C>[Cl:1][C:2]1[CH:3]=[CH:4][C:5]([O:36][CH:37]([F:38])[F:39])=[C:6]([C:8]2[C:12]([NH:13][C:14]([C:16]3[CH:17]=[N:18][N:19]4[CH:24]=[CH:23][CH:22]=[N:21][C:20]=34)=[O:15])=[CH:11][N:10]([CH2:25][C:26]([N:28]3[CH2:29][CH2:30][CH:31]([N:34]([CH3:35])[CH2:50][C:51]4[CH2:55][O:54][C:53](=[O:56])[CH:52]=4)[CH2:32][CH2:33]3)=[O:27])[N:9]=2)[CH:7]=1. Reported procedure: To a solution of N-[3-[5-chloro-2-(difluoromethoxy)phenyl]-1-[2-[4-(methylamino)piperidin-1-yl]-2-oxoethyl]-1H-pyrazol-4-yl]pyrazolo[1,5-a]pyrimidine-3-carboxamide (100 mg, 0.18 mmol) in DMF (4 mL) was added DIEA (46 mg, 0.36 mmol), 4-(bromomethyl)-2,5-dihydrofuran-2-one (63 mg, 0.36 mmol). The resulting solution was stirred at room temperature overnight. The resulting mixture was concentrated under vacuum. The crude product was purified by Prep-HPLC with the following conditions (Prep-HPLC-005)... Reactants: CC(=O)[O-], CCO, O=C(CCCl)c1ccccc1, [Na+], C1CSCN1. The product is O=C(CCN1CCSC1)c1ccccc1. Reaction SMILES: [CH3:13][C:14](=[O:15])[O-:16].[CH3:22][CH2:23][OH:24].[Cl:1][CH2:2][CH2:3][C:4](=[O:5])[c:6]1[cH:7][cH:8][cH:9][cH:10][cH:11]1.[Na+:12].[S:17]1[CH2:18][NH:19][CH2:20][CH2:21]1>>[CH2:2]([CH2:3][C:4](=[O:5])[c:6]1[cH:7][cH:8][cH:9][cH:10][cH:11]1)[N:19]1[CH2:18][S:17][CH2:21][CH2:20]1. The reactants are Oc1ccccc1OCc1ccccc1, CN(C)C=O, Cn1c(C(F)(F)F)cc(=O)n(-c2cc(F)c([N+](=O)[O-])cc2F)c1=O, [H-], [Na+], O. The product is Cn1c(C(F)(F)F)cc(=O)n(-c2cc(Oc3ccccc3OCc3ccccc3)c([N+](=O)[O-])cc2F)c1=O. Reaction SMILES: [CH2:1]([c:2]1[cH:3][cH:4][cH:5][cH:6][cH:7]1)[O:8][c:9]1[c:10]([OH:15])[cH:11][cH:12][cH:13][cH:14]1.[CH3:16][N:17]([CH3:18])[CH:19]=[O:20].[F:23][c:24]1[c:25]([N+:44](=[O:45])[O-:46])[cH:26][c:27]([F:43])[c:28](-[n:30]2[c:31](=[O:42])[n:32]([CH3:41])[c:33]([C:37]([F:38])([F:39])[F:40])[cH:34][c:35]2=[O:36])[cH:29]1.[H-:21].[Na+:22].[OH2:47]>>[CH2:1]([c:2]1[cH:3][cH:4][cH:5][cH:6][cH:7]1)[O:8][c:9]1[c:10]([O:15][c:24]2[c:25]([N+:44](=[O:45])[O-:46])[cH:26][c:27]([F:43])[c:28](-[n:30]3[c:31](=[O:42])[n:32]([CH3:41])[c:33]([C:37]([F:38])([F:39])[F:40])[cH:34][c:35]3=[O:36])[cH:29]2)[cH:11][cH:12][cH:13][cH:14]1. Starting materials: O=C([O-])[O-], CN(C)C=O, [Cs+], [Cs+], CCCI, CCC(CO)NS(=O)(=O)c1sc2ccc(Cl)cc2c1C. Product: CCCN(C(CC)CO)S(=O)(=O)c1sc2ccc(Cl)cc2c1C. As a reaction SMILES: [C:25](=[O:26])([O-:27])[O-:28].[CH3:31][N:32]([CH3:33])[CH:34]=[O:35].[Cs+:29].[Cs+:30].[I:21][CH2:22][CH2:23][CH3:24].[OH:1][CH2:2][CH:3]([CH2:4][CH3:5])[NH:6][S:7](=[O:8])(=[O:9])[c:10]1[c:11]([CH3:20])[c:12]2[c:13]([s:14]1)[cH:15][cH:16][c:17]([Cl:19])[cH:18]2>>[OH:1][CH2:2][CH:3]([CH2:4][CH3:5])[N:6]([S:7](=[O:8])(=[O:9])[c:10]1[c:11]([CH3:20])[c:12]2[c:13]([s:14]1)[cH:15][cH:16][c:17]([Cl:19])[cH:18]2)[CH2:22][CH2:23][CH3:24]. Reactants: CCN=C=NCCCN(C)C, CN(C)c1ccncc1, CCCc1cc(Cl)nnc1CNCC(C)C, ClCCl, O=C(O)c1cccc(F)n1, O. The product is CCCc1cc(Cl)nnc1CN(CC(C)C)C(=O)c1cccc(F)n1. RXN SMILES: [CH3:27][CH2:28][N:29]=[C:30]=[N:31][CH2:32][CH2:33][CH2:34][N:35]([CH3:36])[CH3:37].[CH3:42][N:43]([c:44]1[cH:45][cH:46][n:47][cH:48][cH:49]1)[CH3:50].[Cl:1][c:2]1[cH:3][c:4]([CH2:14][CH2:15][CH3:16])[c:5]([CH2:8][NH:9][CH2:10][CH:11]([CH3:12])[CH3:13])[n:6][n:7]1.[Cl:39][CH2:40][Cl:41].[F:17][c:18]1[cH:19][cH:20][cH:21][c:22]([C:24](=[O:25])[OH:26])[n:23]1.[OH2:38]>>[Cl:1][c:2]1[cH:3][c:4]([CH2:14][CH2:15][CH3:16])[c:5]([CH2:8][N:9]([CH2:10][CH:11]([CH3:12])[CH3:13])[C:24]([c:22]2[cH:21][cH:20][cH:19][c:18]([F:17])[n:23]2)=[O:25])[n:6][n:7]1.